This data is from the Open Reaction Database (ORD), a public repository of structured organic reaction records. The task is: describe an organic reaction: reactants, conditions, products, and yield The product is CCC(CC)c1cc(C)nn2c(-c3c(C)noc3C)c(C)nc12. RXN SMILES: [Br:17][c:18]1[c:19]([CH3:24])[n:20][o:21][c:22]1[CH3:23].[C:25](=[O:26])([O-:27])[O-:28].[CH2:1]([CH3:2])[CH:3]([CH2:4][CH3:5])[c:6]1[c:7]2[n:8]([n:9][c:10]([CH3:12])[cH:11]1)[cH:13][c:14]([CH3:16])[n:15]2.[Cs+:29].[Cs+:30].[O:31]=[CH:32][N:33]([CH3:34])[CH3:35].[Pd:36]([Cl:37])[Cl:38].[c:39]1([P:40]([c:41]2[cH:42][cH:43][cH:44][cH:45][cH:46]2)[c:47]2[cH:48][cH:49][cH:50][cH:51][cH:52]2)[cH:53][cH:54][cH:55][cH:56][cH:57]1.[c:58]1([P:59]([c:60]2[cH:61][cH:62][cH:63][cH:64][cH:65]2)[c:66]2[cH:67][cH:68][cH:69][cH:70][cH:71]2)[cH:72][cH:73][cH:74][cH:75][cH:76]1>>[CH2:1]([CH3:2])[CH:3]([CH2:4][CH3:5])[c:6]1[c:7]2[n:8]([n:9][c:10]([CH3:12])[cH:11]1)[c:13](-[c:18]1[c:19]([CH3:24])[n:20][o:21][c:22]1[CH3:23])[c:14]([CH3:16])[n:15]2. Reactants: Cc1noc(C)c1Br, O=C([O-])[O-], CCC(CC)c1cc(C)nn2cc(C)nc12, [Cs+], [Cs+], CN(C)C=O, Cl[Pd]Cl, c1ccc(P(c2ccccc2)c2ccccc2)cc1, c1ccc(P(c2ccccc2)c2ccccc2)cc1. Starting materials: [H-].[Al+3].[Li+].[H-].[H-].[H-] (Lithium aluminum hydride), OS(=O)(=O)[O-].[Na+] (NaHSO4), C(N)([O-])=O (carbamate), CC(C)(C)N(C([O-])=O)[C@@H](CC(C)C)CN=[N+]=[N-] ((S)-(-)-1,1-Dimethylethyl(1-azidomethyl-3-methylbutyl)carbamate). The solvent is CCOC(=O)C (EtOAc), O (H2O), C1CCOC1 (THF), C1CCOC1 (THF). Run at temperature 0 celsius, time 2 hour. Yields the product NC[C@H](CC(C)C)NC(OC(C)(C)C)=O ((S)-(-)-1,1-Dimethylethyl (1-aminomethyl-3-methylbutyl)carbamate). RXN SMILES: [H-].[Al+3].[Li+].[H-].[H-].[H-].C(=O)([O-])N.CC([N:15]([C@H:19]([CH2:24][N:25]=[N+]=[N-])[CH2:20][CH:21]([CH3:23])[CH3:22])[C:16](=[O:18])[O-:17])(C)C.OS([O-])(=O)=O.[Na+]>C1COCC1.O.CCOC(C)=O>[NH2:25][CH2:24][C@@H:19]([NH:15][C:16](=[O:18])[O:17][C:21]([CH3:23])([CH3:22])[CH3:20])[CH2:20][CH:21]([CH3:22])[CH3:23] |f:0.1.2.3.4.5,8.9|. Procedure: Lithium aluminum hydride (0.24 g; 6.4 mmole) was slurried in THF (20 mL) and cooled to 0° C. The suspension was treated with a solution of the carbamate from (c) above (1.1 g; 4.6 mmole) in THF (10 mL) and stirred for 2 hours at 0° C. The mixture was further cooled to -30° C. and a solution of NaHSO4 (0.6 g; 4.3 mmole) in H2O (5 mL) was cautiously added and then diluted with EtOAc (50 mL), and filtered through celite. The filtrate was dried over MgSo4, filtered, and concentrated in vacuo leaving... Reactants: O=C1OC(=O)c2cc(Cl)ccc21, ClCCl, NCCN1CCC(c2noc3cc(F)ccc23)CC1. Yields the product O=C1c2ccc(Cl)cc2C(=O)N1CCN1CCC(c2noc3cc(F)ccc23)CC1. Reaction SMILES: [Cl:20][c:21]1[cH:22][c:23]2[c:24]([cH:30][cH:31]1)[C:25](=[O:26])[O:27][C:28]2=[O:29].[Cl:32][CH2:33][Cl:34].[F:1][c:2]1[cH:3][c:4]2[c:5]([c:6]([CH:9]3[CH2:10][CH2:11][N:12]([CH2:15][CH2:16][NH2:17])[CH2:13][CH2:14]3)[n:7][o:8]2)[cH:18][cH:19]1>>[F:1][c:2]1[cH:3][c:4]2[c:5]([c:6]([CH:9]3[CH2:10][CH2:11][N:12]([CH2:15][CH2:16][N:17]4[C:25](=[O:26])[c:24]5[c:23]([cH:22][c:21]([Cl:20])[cH:31][cH:30]5)[C:28]4=[O:27])[CH2:13][CH2:14]3)[n:7][o:8]2)[cH:18][cH:19]1. Reactants: S(=O)(Cl)Cl (thionyl chloride), C(=O)(O)C1=C(C(=O)OC)C=CC(=C1[N+](=O)[O-])OC (methyl 2-carboxy-4-methoxy-3-nitrobenzoate), CN(C=O)C (dimethylformamide). Run in C1(=CC=CC=C1)C (toluene). Reaction conditions: time 1 hour. The product is NC1=C(C(=O)OC)C=CC(=C1[N+](=O)[O-])OC (Methyl 2-amino-4-methoxy-3-nitrobenzoate). Reaction SMILES: C([C:4]1[C:13]([N+:14]([O-:16])=[O:15])=[C:12]([O:17][CH3:18])[CH:11]=[CH:10][C:5]=1[C:6]([O:8][CH3:9])=[O:7])(O)=O.S(Cl)(Cl)=O.C[N:24](C)C=O>C1(C)C=CC=CC=1>[NH2:24][C:4]1[C:13]([N+:14]([O-:16])=[O:15])=[C:12]([O:17][CH3:18])[CH:11]=[CH:10][C:5]=1[C:6]([O:8][CH3:9])=[O:7]. Procedure: A solution of methyl 2-carboxy-4-methoxy-3-nitrobenzoate (3.43 g, Reference Example 10) was dissolved in toluene (20 ml) was treated with thionyl chloride (1.5 ml) then with dimethylformamide (0.015 ml). The resulting solution was stirred at reflux for 1 hour then cooled to room temperature and then evaporated. The residue was dissolved in acetone (20 ml) and added to a solution of sodium azide (1.3 g) in water (20 ml cooled in an ice bath. The mixture was stirred for 1 hour then diluted with wa... Starting materials: C(CCCCCCCC)C1=CC=C(C=C1)O (4-nonyl phenol), NC(=O)N (urea). The product is C(N)(OC1=CC=C(C=C1)CCCCCCCCC)=O ((4-nonylphenyl) Carbamate). The yield is 85.0%. As a reaction SMILES: [CH2:1]([C:10]1[CH:15]=[CH:14][C:13]([OH:16])=[CH:12][CH:11]=1)[CH2:2][CH2:3][CH2:4][CH2:5][CH2:6][CH2:7][CH2:8][CH3:9].[NH2:17][C:18](N)=[O:19]>>[C:18](=[O:19])([O:16][C:13]1[CH:12]=[CH:11][C:10]([CH2:1][CH2:2][CH2:3][CH2:4][CH2:5][CH2:6][CH2:7][CH2:8][CH3:9])=[CH:15][CH:14]=1)[NH2:17]. Reported procedure: The same method as step (6-1) of Example 6 was carried out with the exception of using 11003 g of 4-nonyl phenol (Tokyo Chemical Industry Co., Ltd., Japan) instead of 4-phenyl phenol, using 499 g of urea and carrying out the reaction for 15 hours. When a portion of the reaction liquid was removed and analyzed by liquid chromatography, the formation of (4-nonylphenyl) carbamate was confirmed. The yield was about 85% based on the charged amount of urea. Yields the product Cc1nn(-c2ccc(O)cc2)c2c1CCC1CCCCC21. The reactants are BrB(Br)Br, COc1ccc(-n2nc(C)c3c2C2CCCCC2CC3)cc1, ClCCl. RXN SMILES: [B:23]([Br:24])([Br:25])[Br:26].[CH3:1][O:2][c:3]1[cH:4][cH:5][c:6](-[n:9]2[n:10][c:11]([CH3:22])[c:12]3[c:17]2[CH:16]2[CH:15]([CH2:14][CH2:13]3)[CH2:21][CH2:20][CH2:19][CH2:18]2)[cH:7][cH:8]1.[Cl:27][CH2:28][Cl:29]>>[OH:2][c:3]1[cH:4][cH:5][c:6](-[n:9]2[n:10][c:11]([CH3:22])[c:12]3[c:17]2[CH:16]2[CH:15]([CH2:14][CH2:13]3)[CH2:21][CH2:20][CH2:19][CH2:18]2)[cH:7][cH:8]1.